From a dataset of the Open Reaction Database (ORD), a public repository of structured organic reaction records. describe an organic reaction: reactants, conditions, products, and yield The reactants are O=C1CCC(=O)N1Br, ClC(Cl)(Cl)Cl, CCOC(=O)c1ccc(-c2ccc(F)cc2)nc1C, CC(C)(C#N)N=NC(C)(C)C#N. Product: CCOC(=O)c1ccc(-c2ccc(F)cc2)nc1CBr. As a reaction SMILES: [Br:20][N:21]1[C:22](=[O:23])[CH2:24][CH2:25][C:26]1=[O:27].[C:40]([Cl:41])([Cl:42])([Cl:43])[Cl:44].[F:1][c:2]1[cH:3][cH:4][c:5](-[c:8]2[n:9][c:10]([CH3:19])[c:11]([C:12](=[O:13])[O:14][CH2:15][CH3:16])[cH:17][cH:18]2)[cH:6][cH:7]1.[N:28]#[C:29][C:30]([N:31]=[N:32][C:33]([C:34]#[N:35])([CH3:36])[CH3:37])([CH3:38])[CH3:39]>>[F:1][c:2]1[cH:3][cH:4][c:5](-[c:8]2[n:9][c:10]([CH2:19][Br:20])[c:11]([C:12](=[O:13])[O:14][CH2:15][CH3:16])[cH:17][cH:18]2)[cH:6][cH:7]1.